From a dataset of the Open Reaction Database (ORD), a public repository of structured organic reaction records. describe an organic reaction: reactants, conditions, products, and yield Reactants: BrC=1C=C(C=2C(=NN(C2C1)C(C)C)C=O)C(=O)OC (methyl 6-bromo-3-formyl-1-isopropyl-1H-indazole-4-carboxylate), O.C1(=CC=C(C=C1)S(=O)(=O)O)C (p-toluenesulfonic acid monohydrate), p-toluenesulfonyl hydrazide, S1(=O)(=O)CCCC1 (sulfolane), C(#N)[BH3-].[Na+] (sodium cyanoborohydride). Run in CN(C)C=O (DMF), O (water). Reaction conditions: temperature 100 celsius, time 1 hour. Yields the product BrC=1C=C(C=2C(=NN(C2C1)C(C)C)C)C(=O)OC (Methyl 6-bromo-1-isopropyl-3-methyl-1H-indazole-4-carboxylate), solid. The yield is 68.0%. Reaction SMILES: [Br:1][C:2]1[CH:3]=[C:4]([C:16]([O:18][CH3:19])=[O:17])[C:5]2[C:6]([CH:14]=O)=[N:7][N:8]([CH:11]([CH3:13])[CH3:12])[C:9]=2[CH:10]=1.O.C1(C)C=CC(S(O)(=O)=O)=CC=1.S1(CCCC1)(=O)=O.C([BH3-])#N.[Na+]>CN(C=O)C.O>[Br:1][C:2]1[CH:3]=[C:4]([C:16]([O:18][CH3:19])=[O:17])[C:5]2[C:6]([CH3:14])=[N:7][N:8]([CH:11]([CH3:12])[CH3:13])[C:9]=2[CH:10]=1 |f:1.2,4.5|. Procedure details: To a stirred solution of methyl 6-bromo-3-formyl-1-isopropyl-1H-indazole-4-carboxylate (4.5 g, 13.84 mmol) in DMF (31.5 mL) was added p-toluenesulfonic acid monohydrate (0.342 g, 1.8 mmol), p-toluenesulfonyl hydrazide (3.35 g, 18.0 mmol) followed by sulfolane (31.5 mL), and the reaction mixture was stirred at 100° C. for 1 h. The reaction mixture was cooled to room temperature and sodium cyanoborohydride (3.489 g, 55.0 mmol) was added portion wise over a period of 25 min. The resulting reaction ... Starting materials: FC(C=1C=C(CS(=O)(=O)Cl)C=CC1)(F)F (3-trifluoromethylbenzylsulfonyl chloride), hydrochloride salt, CNCC#N (methylaminoacetonitrile), C([O-])([O-])=O.[K+].[K+] (potassium carbonate). Solvent: O (water). Run at temperature 70 celsius. Yields the product CN(S(=O)(=O)CC1=CC(=CC=C1)C(F)(F)F)CC#N ((N-Methyl-3-Trifluoromethylbenzylsulfonamido)Acetonitrile). RXN SMILES: [F:1][C:2]([F:15])([F:14])[C:3]1[CH:4]=[C:5]([CH:11]=[CH:12][CH:13]=1)[CH2:6][S:7](Cl)(=[O:9])=[O:8].[CH3:16][NH:17][CH2:18][C:19]#[N:20].C(=O)([O-])[O-].[K+].[K+]>O>[CH3:16][N:17]([CH2:18][C:19]#[N:20])[S:7]([CH2:6][C:5]1[CH:11]=[CH:12][CH:13]=[C:3]([C:2]([F:15])([F:14])[F:1])[CH:4]=1)(=[O:9])=[O:8] |f:2.3.4|. Reported procedure: In this example 36.1 g of 3-trifluoromethylbenzylsulfonyl chloride was added cautiously to a solution containing 29.8 g of the hydrochloride salt of methylaminoacetonitrile and 38.7 g of potassium carbonate in 130 ml of water at room temperature. The reaction mixture was maintained at about 70° C. for about four hours. The mixture was allowed to cool and then extracted with ethyl ether. The ethyl ether extract was dried over magnesium sulfate and evaporated to dryness. The residue was vacuum fil... Starting materials: C([O-])(O)=O.[Na+] (sodium bicarbonate), CN1C(CC2=CC=CC=C12)=O (1-methyl-2-indolinone), P12(=S)SP3(=S)SP(=S)(S1)SP(=S)(S2)S3 (phosphorus pentasulfide). Run in O1CCCC1 (tetrahydrofuran). Conditions: time 10 hour. Product: CN1C(CC2=CC=CC=C12)=S (1-Methyl-2-Indolinethione). As a reaction SMILES: C(=O)(O)[O-].[Na+].[CH3:6][N:7]1[C:15]2[C:10](=[CH:11][CH:12]=[CH:13][CH:14]=2)[CH2:9][C:8]1=O.P12(SP3(SP(SP(S3)(S1)=S)(=S)S2)=S)=[S:18]>O1CCCC1>[CH3:6][N:7]1[C:15]2[C:10](=[CH:11][CH:12]=[CH:13][CH:14]=2)[CH2:9][C:8]1=[S:18] |f:0.1|. Reported procedure: 148 g (1.76 mol) of sodium bicarbonate are added in 20-gram portions with brisk stirring and at room temperature to a suspension of 130 g (0.8 mol) of 1-methyl-2-indolinone, prepared according to R. A. ABRAMOVITCH and D. H. HEY (J. Chem. Soc., 1954, 1699) and 133 g (0.3 mol) of phosphorus pentasulfide in 1.30 1 of anhydrous tetrahydrofuran. After 10 hours' stirring at room temperature, the mixture is filtered and the filtrate is concentrated on a water bath under vacuum. The residue is taken up ... Starting materials: ClC1=C(C=C(C=C1)[N+](=O)[O-])S(=O)(=O)[O-].[Na+] (sodium 2-chloro-5-nitrobenzenesulfonate), COCCO (2-methoxyethanol), [OH-].[Na+] (sodium hydroxide). Reagents/catalysts: [O-2].[O-2].[Mn+4] (manganese dioxide). The solvent is O (water). Conditions: temperature 75 celsius, time 40 minute. Product: COCCOC1=C(C=C(C=C1)[N+](=O)[O-])S(=O)(=O)[O-].[Na+] (sodium 2-(2-methoxyethoxy)-5-nitrobenzenesulfonate). As a reaction SMILES: Cl[C:2]1[CH:7]=[CH:6][C:5]([N+:8]([O-:10])=[O:9])=[CH:4][C:3]=1[S:11]([O-:14])(=[O:13])=[O:12].[Na+:15].[CH3:16][O:17][CH2:18][CH2:19][OH:20].[OH-].[Na+]>[O-2].[O-2].[Mn+4].O>[CH3:16][O:17][CH2:18][CH2:19][O:20][C:2]1[CH:7]=[CH:6][C:5]([N+:8]([O-:10])=[O:9])=[CH:4][C:3]=1[S:11]([O-:14])(=[O:13])=[O:12].[Na+:15] |f:0.1,3.4,5.6.7,9.10|. Procedure details: A mixture of 5.2 g of sodium 2-chloro-5-nitrobenzenesulfonate, 0.6 g of manganese dioxide, 15 ml of 2-methoxyethanol, 1 ml of water and 0.95 g of sodium hydroxide was stirred at 75° C. for 40 minutes. After cooling, the insoluble materials were removed by filtration and the filtrate was poured into 100 ml of isopropyl alcohol. The crystals thus-precipitated were recovered by filtration to obtain 4.8 g of sodium 2-(2-methoxyethoxy)-5-nitrobenzenesulfonate. Melting Point: 238° to 239° C. The compo... Starting materials: Fc1ccc(Br)c2ccccc12, [Li]C(C)(C)C, C1CCOC1, CCOP(=O)(Cl)OCC. Product: CCOP(=O)(OCC)c1ccc(F)c2ccccc12. Reaction SMILES: [Br:1][c:2]1[cH:3][cH:4][c:5]([F:12])[c:6]2[cH:7][cH:8][cH:9][cH:10][c:11]12.[C:13]([Li:14])([CH3:15])([CH3:16])[CH3:17].[O:27]1[CH2:28][CH2:29][CH2:30][CH2:31]1.[P:18](=[O:19])([O:20][CH2:21][CH3:22])([O:23][CH2:24][CH3:25])[Cl:26]>>[c:2]1([P:18](=[O:19])([O:20][CH2:21][CH3:22])[O:23][CH2:24][CH3:25])[cH:3][cH:4][c:5]([F:12])[c:6]2[cH:7][cH:8][cH:9][cH:10][c:11]12. The reactants are N=1SN=C2C1C=CC(=C2)C=2C=C(C=C(C2OCC2CC2)Cl)C(C(=O)OCC)CC(C)C (ethyl 2-(3-(benzo[c][1,2,5]thiadiazol-5-yl)-5-chloro-4-(cyclopropylmethoxy)phenyl)-4-methylpentanoate), CO (methanol), O (water), O[Li].O (LiOH.H2O). Solvent: C1CCOC1 (THF). Run at time 2 hour. Product: N=1SN=C2C1C=CC(=C2)C=2C=C(C=C(C2OCC2CC2)Cl)C(C(=O)O)CC(C)C (2-(3-(benzo[c][1,2,5]thiadiazol-5-yl)-5-chloro-4-(cyclopropylmethoxy)phenyl)-4-methyl pentanoic acid). Isolated yield 50.9%. RXN SMILES: [N:1]1[S:2][N:3]=[C:4]2[CH:9]=[C:8]([C:10]3[CH:11]=[C:12]([CH:22]([CH2:28][CH:29]([CH3:31])[CH3:30])[C:23]([O:25]CC)=[O:24])[CH:13]=[C:14]([Cl:21])[C:15]=3[O:16][CH2:17][CH:18]3[CH2:20][CH2:19]3)[CH:7]=[CH:6][C:5]=12.CO.O.O[Li].O>C1COCC1>[N:1]1[S:2][N:3]=[C:4]2[CH:9]=[C:8]([C:10]3[CH:11]=[C:12]([CH:22]([CH2:28][CH:29]([CH3:31])[CH3:30])[C:23]([OH:25])=[O:24])[CH:13]=[C:14]([Cl:21])[C:15]=3[O:16][CH2:17][CH:18]3[CH2:20][CH2:19]3)[CH:7]=[CH:6][C:5]=12 |f:3.4|. Procedure: To a stirred solution of ethyl 2-(3-(benzo[c][1,2,5]thiadiazol-5-yl)-5-chloro-4-(cyclopropylmethoxy)phenyl)-4-methylpentanoate (0.22 g, 0.479 mmol) in a mixture of THF (5 mL), methanol (5 mL) and water (2 mL) was added LiOH.H2O (60.3 mg, 1.438 mmol) at room temperature and the mixture was stirred at RT for 2 h. After complete consumption of starting material as monitored by TLC, the reaction mixture was diluted with water (10 mL) and acidified using 1 N HCl at 0° C. The aqueous layer was extract... The reagents and catalysts are [Fe] (Fe). Product: FC=1C=C(C=CC1OC1=C2C(=NC=C1)C=CS2)N (3-fluoro-4-(thieno[3,2-b]pyridin-7-yloxy)-phenylamine). The reactants are C(=O)(O)[O-].[Na+] (NaHCO3), FC1=C(OC2=C3C(=NC=C2)C=CS3)C=CC(=C1)[N+](=O)[O-] (7-(2-Fluoro-4-nitrophenoxy)thieno[3,2-b]pyridine), Cl (HCl). Procedure: To a solution of 3 (660 mg, 2.27 mmol) in MeOH (10 ml) was added conc. HCl (1 ml) and Fe (1.91 g, 34.8 mmol), and the reaction mixture was stirred at 0° C. for 3 hrs, neutralized with aqueous NaHCO3 solution and extracted with EtOAc, producing 3-fluoro-4-(thieno[3,2-b]pyridin-7-yloxy)-phenylamine (4) as a dark oil (500 mg, 83%), which was used directly in the next step. To a solution of the amine 4 (200 mg, 0.69 mmol) in DMF (10 ml) was added 3-oxo-3-(phenylamino)propanoic acid (1, 155 mg, 0.89 ... Reaction conditions: temperature 0 celsius, time 3 hour. RXN SMILES: [F:1][C:2]1[CH:17]=[C:16]([N+:18]([O-])=O)[CH:15]=[CH:14][C:3]=1[O:4][C:5]1[CH:10]=[CH:9][N:8]=[C:7]2[CH:11]=[CH:12][S:13][C:6]=12.Cl.C([O-])(O)=O.[Na+]>CO.[Fe]>[F:1][C:2]1[CH:17]=[C:16]([NH2:18])[CH:15]=[CH:14][C:3]=1[O:4][C:5]1[CH:10]=[CH:9][N:8]=[C:7]2[CH:11]=[CH:12][S:13][C:6]=12 |f:2.3|. Solvent: CO (MeOH). The yield is 84.6%. Reactants: [BH4-], C=CC1C(C=O)CC(C(=O)OC(C)(C)C)N1Cc1ccccc1, CO, [Na+]. Product: C=CC1C(CO)CC(C(=O)OC(C)(C)C)N1Cc1ccccc1. RXN SMILES: [BH4-:24].[C:1]([CH3:2])([CH3:3])([CH3:4])[O:5][C:6](=[O:7])[CH:8]1[CH2:9][CH:10]([CH:22]=[O:23])[CH:11]([CH:20]=[CH2:21])[N:12]1[CH2:13][c:14]1[cH:15][cH:16][cH:17][cH:18][cH:19]1.[CH3:26][OH:27].[Na+:25]>>[C:1]([CH3:2])([CH3:3])([CH3:4])[O:5][C:6](=[O:7])[CH:8]1[CH2:9][CH:10]([CH2:22][OH:23])[CH:11]([CH:20]=[CH2:21])[N:12]1[CH2:13][c:14]1[cH:15][cH:16][cH:17][cH:18][cH:19]1. Reactants: C(C)(=O)N1CCN(CC1)C=1C=CC(=NC1)NC(CC=1C=NC(=C(C1)F)Cl)=O (N-(5-(4-acetylpiperazin-1-yl)pyridin-2-yl)-2-(6-chloro-5-fluoropyridin-3-yl)acetamide), FC1=NC=CC(=C1)B(O)O (2-fluoropyridin-4-ylboronic acid), COC=1C=CC=C(C1C=2C=CC=CC2P(C3CCCCC3)C4CCCCC4)OC (S-Phos), [O-]P(=O)([O-])[O-].[K+].[K+].[K+] (K3PO4). Reagents/catalysts: CC(=O)[O-].CC(=O)[O-].[Pd+2] (Pd(OAc)2). The solvent is CC(CC)O (2-butanol), CS(=O)C (DMSO). Run at temperature 100 celsius, time 2 hour. Product: C(C)(=O)N1CCN(CC1)C=1C=CC(=NC1)NC(CC=1C=C(C(=NC1)C1=CC(=NC=C1)F)F)=O (N-(5-(4-acetylpiperazin-1-yl)pyridin-2-yl)-2-(2′,3-difluoro-2,4′-bipyridin-5-yl)acetamide). RXN SMILES: [C:1]([N:4]1[CH2:9][CH2:8][N:7]([C:10]2[CH:11]=[CH:12][C:13]([NH:16][C:17](=[O:27])[CH2:18][C:19]3[CH:20]=[N:21][C:22](Cl)=[C:23]([F:25])[CH:24]=3)=[N:14][CH:15]=2)[CH2:6][CH2:5]1)(=[O:3])[CH3:2].[F:28][C:29]1[CH:34]=[C:33](B(O)O)[CH:32]=[CH:31][N:30]=1.COC1C=CC=C(OC)C=1C1C=CC=CC=1P(C1CCCCC1)C1CCCCC1.[O-]P([O-])([O-])=O.[K+].[K+].[K+]>CC(O)CC.CC([O-])=O.CC([O-])=O.[Pd+2].CS(C)=O>[C:1]([N:4]1[CH2:9][CH2:8][N:7]([C:10]2[CH:11]=[CH:12][C:13]([NH:16][C:17](=[O:27])[CH2:18][C:19]3[CH:24]=[C:23]([F:25])[C:22]([C:33]4[CH:32]=[CH:31][N:30]=[C:29]([F:28])[CH:34]=4)=[N:21][CH:20]=3)=[N:14][CH:15]=2)[CH2:6][CH2:5]1)(=[O:3])[CH3:2] |f:3.4.5.6,8.9.10|. Procedure: To a reaction vial was added N-(5-(4-acetylpiperazin-1-yl)pyridin-2-yl)-2-(6-chloro-5-fluoropyridin-3-yl)acetamide 190-6 (66 mg, 0.17 mmol), 2-fluoropyridin-4-ylboronic acid 193-1 (35 mg, 0.25 mmol), Pd(OAc)2 (2 mg, 0.009 mmol), S-Phos (7 mg, 0.017 mmol) and K3PO4 (108 mg, 0.51 mmol) in 2-butanol (0.3 mL). The reaction was heated to 100° C. and stirred for 2 hours. The reaction was cooled down to room temperature and then diluted to DMSO. The reaction mixture was filtered and the filtrate was pu...